The task is: describe an organic reaction: reactants, conditions, products, and yield. This data is from the Open Reaction Database (ORD), a public repository of structured organic reaction records. The reactants are COc1ccc(Cn2cc(-c3nc(Nc4ccccn4)cs3)cn2)cc1, O=C(O)C(F)(F)F, [Na+], [OH-]. Product: c1ccc(Nc2csc(-c3cn[nH]c3)n2)nc1. Reaction SMILES: [CH3:1][O:2][c:3]1[cH:4][cH:5][c:6]([CH2:7][n:8]2[n:9][cH:10][c:11](-[c:13]3[s:14][cH:15][c:16]([NH:18][c:19]4[n:20][cH:21][cH:22][cH:23][cH:24]4)[n:17]3)[cH:12]2)[cH:25][cH:26]1.[F:29][C:30]([F:31])([F:32])[C:33]([OH:34])=[O:35].[Na+:28].[OH-:27]>>[n:8]1[nH:9][cH:10][c:11](-[c:13]2[s:14][cH:15][c:16]([NH:18][c:19]3[n:20][cH:21][cH:22][cH:23][cH:24]3)[n:17]2)[cH:12]1. Reactants: C(C)(=O)O[C@H]1[C@H](OC(C2=CC=CC=C2)=O)[C@H](OC(C2=CC=CC=C2)=O)[C@H](O1)COC(C1=CC=CC=C1)=O (1-O-acetyl-2,3,5-tri-O-benzoyl-β-D-ribofuranose), M-OAc. Run in CCO (EtOH). Product: C(C)(=O)O[C@@H]1[C@@H](OC(C2=CC=CC=C2)=O)[C@@H](OC(C2=CC=CC=C2)=O)[C@@H](O1)COC(C1=CC=CC=C1)=O (1-O-acetyl-2,3,5-tri-O-benzoyl-β-L-ribofuranose). As a reaction SMILES: [C:1]([O:4][C@@H:5]1[O:27][C@H:26]([CH2:28][O:29][C:30](=[O:37])[C:31]2[CH:36]=[CH:35][CH:34]=[CH:33][CH:32]=2)[C@@H:16]([O:17][C:18](=[O:25])[C:19]2[CH:24]=[CH:23][CH:22]=[CH:21][CH:20]=2)[C@H:6]1[O:7][C:8](=[O:15])[C:9]1[CH:14]=[CH:13][CH:12]=[CH:11][CH:10]=1)(=[O:3])[CH3:2]>CCO>[C:1]([O:4][C@H:5]1[O:27][C@@H:26]([CH2:28][O:29][C:30](=[O:37])[C:31]2[CH:32]=[CH:33][CH:34]=[CH:35][CH:36]=2)[C@H:16]([O:17][C:18](=[O:25])[C:19]2[CH:24]=[CH:23][CH:22]=[CH:21][CH:20]=2)[C@@H:6]1[O:7][C:8](=[O:15])[C:9]1[CH:14]=[CH:13][CH:12]=[CH:11][CH:10]=1)(=[O:3])[CH3:2]. Procedure details: mp 129-130° C. (EtOH 95) (lit.(1) mp 130-131° C.) 1H NMR (200 MHz, CDCl3):δ 8.09-7.87 (m, 6H, HArom), 7.62-7.31 (m, 9H, HArom) 6.43 (s, 1H, H1), 5.91 (dd, 1H, H3, J3,46.7 Hz; J3,24.9 Hz), 5.79 (pd, 1H, H2, J2,34,9 Hz; J1,2<1), 4,78 (m, 2H, H4 and H5), 4,51 (dd, 1H, H5, J5,513,1 Hz, J5′,45,5 Hz), 2,00 (s, 3H, CH3CO); (identical to commercial 1-O-acetyl-2,3,5-tri-O-benzoyl-β-D-ribofuranose) Mass analysis (FAB+, GT) m/z 445 (M-OAc)+ Elemental analysis C28H24O9 Calculated C 66.66 H 4.79; found C H